Dataset: the Open Reaction Database (ORD), a public repository of structured organic reaction records. Task: describe an organic reaction: reactants, conditions, products, and yield Starting materials: BrC1=CC2=C(N=C(OC2)NC2CCC3=CC=CC(=C23)OC)C=C1 (rac-(6-Bromo-4H-benzo[d][1,3]oxazin-2-yl)-(7-methoxy-indan-1-yl)-amine), C(C)(C)(C)N1N=C(N=N1)N (2-tert.-butyl-2H-tetrazole-5-yl-amine). The product is C(C)(C)(C)N1N=C(N=N1)NC1=CC2=C(N=C(OC2)NC2CCC3=CC=CC(=C23)OC)C=C1 (rac-N6-(2-tert-Butyl-2H-tetrazol-5-yl)-N2-(7-methoxy-indan-1-yl)-4H-benzo[d][1,3]oxazine-2,6-diamine). The yield is 15.7%. As a reaction SMILES: Br[C:2]1[CH:23]=[CH:22][C:5]2[N:6]=[C:7]([NH:10][CH:11]3[C:19]4[C:14](=[CH:15][CH:16]=[CH:17][C:18]=4[O:20][CH3:21])[CH2:13][CH2:12]3)[O:8][CH2:9][C:4]=2[CH:3]=1.[C:24]([N:28]1[N:32]=[N:31][C:30]([NH2:33])=[N:29]1)([CH3:27])([CH3:26])[CH3:25]>>[C:24]([N:28]1[N:32]=[N:31][C:30]([NH:33][C:2]2[CH:23]=[CH:22][C:5]3[N:6]=[C:7]([NH:10][CH:11]4[C:19]5[C:14](=[CH:15][CH:16]=[CH:17][C:18]=5[O:20][CH3:21])[CH2:13][CH2:12]4)[O:8][CH2:9][C:4]=3[CH:3]=2)=[N:29]1)([CH3:27])([CH3:26])[CH3:25]. Procedure: The title compound (34 mg, 16%), off-white foam, MS (ISP): m/e=434.4 (M+H+), was prepared in accordance with the general method of Example 35 from rac-(6-bromo-4H-benzo[d][1,3]oxazin-2-yl)-(7-methoxy-indan-1-yl)-amine (Example 74) (187 mg, 0.5 mmol) and commercially available 2-tert.-butyl-2H-tetrazole-5-yl-amine (141 mg, 1.0 mmol). Starting materials: CS(=O)(=O)O, COC(=O)C(=O)c1ccc(O)cc1, CN(C)C=O, [H-], [Na+], OCCOc1ccc2ccccc2c1. Yields the product COC(=O)C(=O)c1ccc(OCCOc2ccc3ccccc3c2)cc1. RXN SMILES: [CH3:16][S:17]([OH:18])(=[O:19])=[O:20].[CH3:1][O:2][C:3]([C:4]([c:5]1[cH:6][cH:7][c:8]([OH:11])[cH:9][cH:10]1)=[O:12])=[O:13].[CH3:35][N:36]([CH3:37])[CH:38]=[O:39].[H-:14].[Na+:15].[cH:21]1[c:22]([O:31][CH2:32][CH2:33][OH:34])[cH:23][cH:24][c:25]2[cH:26][cH:27][cH:28][cH:29][c:30]12>>[CH3:1][O:2][C:3]([C:4]([c:5]1[cH:6][cH:7][c:8]([O:11][CH2:33][CH2:32][O:31][c:22]2[cH:21][c:30]3[c:25]([cH:24][cH:23]2)[cH:26][cH:27][cH:28][cH:29]3)[cH:9][cH:10]1)=[O:12])=[O:13].